Dataset: the Open Reaction Database (ORD), a public repository of structured organic reaction records. Task: describe an organic reaction: reactants, conditions, products, and yield Starting materials: C1CCOC1, C[Mg+], CON(C)C(=O)c1cccc2cccnc12, CCOCC, [I-]. Yields the product CC(=O)c1cccc2cccnc12. As a reaction SMILES: [CH2:25]1[O:26][CH2:27][CH2:28][CH2:29]1.[CH3:18][Mg+:19].[CH3:1][O:2][N:3]([C:4](=[O:5])[c:6]1[cH:7][cH:8][cH:9][c:10]2[cH:11][cH:12][cH:13][n:14][c:15]12)[CH3:16].[CH3:20][CH2:21][O:22][CH2:23][CH3:24].[I-:17]>>[C:4](=[O:5])([c:6]1[cH:7][cH:8][cH:9][c:10]2[cH:11][cH:12][cH:13][n:14][c:15]12)[CH3:20]. Starting materials: CC1(C)CNc2cc(N3C(=O)N(Cc4ccncc4)C(C)(C)C3=O)ccc21, Cl, c1ccncc1, O=S(=O)(Cl)c1ccccn1. Product: CC1(C)CN(S(=O)(=O)c2ccccn2)c2cc(N3C(=O)N(Cc4ccncc4)C(C)(C)C3=O)ccc21. As a reaction SMILES: [CH3:1][C:2]1([CH3:27])[CH2:3][NH:4][c:5]2[cH:6][c:7]([N:11]3[C:12](=[O:26])[N:13]([CH2:19][c:20]4[cH:21][cH:22][n:23][cH:24][cH:25]4)[C:14]([CH3:17])([CH3:18])[C:15]3=[O:16])[cH:8][cH:9][c:10]21.[ClH:28].[cH:39]1[cH:40][cH:41][n:42][cH:43][cH:44]1.[n:29]1[c:30]([S:35](=[O:36])(=[O:37])[Cl:38])[cH:31][cH:32][cH:33][cH:34]1>>[CH3:1][C:2]1([CH3:27])[CH2:3][N:4]([S:35]([c:30]2[n:29][cH:34][cH:33][cH:32][cH:31]2)(=[O:36])=[O:37])[c:5]2[cH:6][c:7]([N:11]3[C:12](=[O:26])[N:13]([CH2:19][c:20]4[cH:21][cH:22][n:23][cH:24][cH:25]4)[C:14]([CH3:17])([CH3:18])[C:15]3=[O:16])[cH:8][cH:9][c:10]21. The reactants are C(CC1=CC=CC=C1)OC(=O)Cl (chlorocarbonic acid phenethyl ester), O (Water), CC(CCOC(CCC(CCCCCC)O)=O)CCC=C(C)C (4-hydroxy-decanoic acid 3,7-dimethyl-oct-6-enyl ester), N1=CC=CC=C1 (pyridine). The solvent is O1CCCC1 (tetrahydrofuran), O1CCCC1 (tetrahydrofuran). Run at time 16 hour. Product: CC(CCOC(CCC(CCCCCC)OC(=O)OCCC1=CC=CC=C1)=O)CCC=C(C)C (4-Phenethyloxycarbonyloxy-decanoic Acid 3,7-Dimethyl-oct-6-enyl-ester). Yield: 89.7%. As a reaction SMILES: [CH3:1][CH:2]([CH2:18][CH2:19][CH:20]=[C:21]([CH3:23])[CH3:22])[CH2:3][CH2:4][O:5][C:6](=[O:17])[CH2:7][CH2:8][CH:9]([OH:16])[CH2:10][CH2:11][CH2:12][CH2:13][CH2:14][CH3:15].N1C=CC=CC=1.[CH2:30]([O:38][C:39](Cl)=[O:40])[CH2:31][C:32]1[CH:37]=[CH:36][CH:35]=[CH:34][CH:33]=1.O>O1CCCC1>[CH3:1][CH:2]([CH2:18][CH2:19][CH:20]=[C:21]([CH3:23])[CH3:22])[CH2:3][CH2:4][O:5][C:6](=[O:17])[CH2:7][CH2:8][CH:9]([O:16][C:39]([O:38][CH2:30][CH2:31][C:32]1[CH:37]=[CH:36][CH:35]=[CH:34][CH:33]=1)=[O:40])[CH2:10][CH2:11][CH2:12][CH2:13][CH2:14][CH3:15]. Reported procedure: To a mixture of 3 g 4-hydroxy-decanoic acid 3,7-dimethyl-oct-6-enyl ester and 1.45 g pyridine in 7 ml tetrahydrofuran was slowly added a solution of 1.87 g chlorocarbonic acid phenethyl ester (Schiving et al., Bull. Soc. Chim. Fr. (4), 43, 1928, 858) in 7 ml tetrahydrofuran. The mixture was stirred for 16 hours. Water was added and the mixture extracted with ethyl acetate. The organic layer was washed with saturated sodium bicarbonate, 2N hydrochloric acid, water, dried over magnesium sulfate an... Starting materials: C1(CCCC1)C=1C=C(C(=O)O)C=C(N1)OC (2-cyclopentyl-6-methoxy-isonicotinic acid), C(C1=CC=CC=C1)OC(=O)NN (hydrazinecarboxylic acid benzyl ester), CCN(C(C)C)C(C)C (DIPEA), CN(C)C(=[N+](C)C)ON1C2=C(C=CC=C2)N=N1.[B-](F)(F)(F)F (TBTU). Solvent: C(Cl)Cl (DCM), CC(OCC)=O (EA). Run at time 2 hour. The product is C(C1=CC=CC=C1)OC(=O)NNC(=O)C1=CC(=NC(=C1)OC)C1CCCC1 (N′-(2-cyclopentyl-6-methoxy-pyridine-4-carbonyl)-hydrazinecarboxylic acid benzyl ester). Yield: 82.0%. Reaction SMILES: [CH:1]1([C:6]2[CH:7]=[C:8]([CH:12]=[C:13]([O:15][CH3:16])[N:14]=2)[C:9]([OH:11])=O)[CH2:5][CH2:4][CH2:3][CH2:2]1.[CH2:17]([O:24][C:25]([NH:27][NH2:28])=[O:26])[C:18]1[CH:23]=[CH:22][CH:21]=[CH:20][CH:19]=1.CCN(C(C)C)C(C)C.CN(C(ON1N=NC2C=CC=CC1=2)=[N+](C)C)C.[B-](F)(F)(F)F>C(Cl)Cl.CC(=O)OCC>[CH2:17]([O:24][C:25]([NH:27][NH:28][C:9]([C:8]1[CH:12]=[C:13]([O:15][CH3:16])[N:14]=[C:6]([CH:1]2[CH2:2][CH2:3][CH2:4][CH2:5]2)[CH:7]=1)=[O:11])=[O:26])[C:18]1[CH:23]=[CH:22][CH:21]=[CH:20][CH:19]=1 |f:3.4|. Procedure: To a solution of 2-cyclopentyl-6-methoxy-isonicotinic acid (2.00 g, 9.04 mmol), hydrazinecarboxylic acid benzyl ester (1.50 g, 9.04 mmol) and DIPEA (2.34 g, 18.1 mmol) in DCM (40 mL), TBTU (3.19 g, 9.94 mmol) is added. The mixture is stirred at rt for 2 h before it is diluted with EA (250 mL), washed twice with sat. aq. NaHCO3 solution (150 mL) followed by brine (100 mL), dried over MgSO4, filtered and concentrated. The crude product is purified by CC on silica gel eluting with heptane:EA 4:1 to... Reactants: O=C(O)C(F)(F)F, CCOC(=O)N=NC(=O)OCC, C1CCOC1, O=C1OC2(CCN(C(=O)C3(c4ccc(N5CCC(O)CC5)nc4)CC3)C2)c2ccccc21, c1ccc(P(c2ccccc2)c2ccccc2)cc1, Oc1ccncc1. The product is O=C1OC2(CCN(C(=O)C3(c4ccc(N5CCC(Oc6ccncc6)CC5)nc4)CC3)C2)c2ccccc21. RXN SMILES: [F:13][C:14]([F:15])([F:16])[C:17]([OH:18])=[O:19].[O:1]=[C:2]([O:3][CH2:4][CH3:5])[N:6]=[N:7][C:8]([O:9][CH2:10][CH3:11])=[O:12].[O:78]1[CH2:79][CH2:80][CH2:81][CH2:82]1.[OH:20][CH:21]1[CH2:22][CH2:23][N:24]([c:27]2[cH:28][cH:29][c:30]([C:33]3([C:36](=[O:37])[N:38]4[CH2:39][C:40]5([O:41][C:42](=[O:49])[c:43]6[c:44]5[cH:45][cH:46][cH:47][cH:48]6)[CH2:50][CH2:51]4)[CH2:34][CH2:35]3)[cH:31][n:32]2)[CH2:25][CH2:26]1.[c:59]1([P:60]([c:61]2[cH:62][cH:63][cH:64][cH:65][cH:66]2)[c:67]2[cH:68][cH:69][cH:70][cH:71][cH:72]2)[cH:73][cH:74][cH:75][cH:76][cH:77]1.[n:52]1[cH:53][cH:54][c:55]([OH:58])[cH:56][cH:57]1>>[O:20]([CH:21]1[CH2:22][CH2:23][N:24]([c:27]2[cH:28][cH:29][c:30]([C:33]3([C:36](=[O:37])[N:38]4[CH2:39][C:40]5([O:41][C:42](=[O:49])[c:43]6[c:44]5[cH:45][cH:46][cH:47][cH:48]6)[CH2:50][CH2:51]4)[CH2:34][CH2:35]3)[cH:31][n:32]2)[CH2:25][CH2:26]1)[c:55]1[cH:54][cH:53][n:52][cH:57][cH:56]1. Reactants: C(C1=CC=CC=C1)O[C@@H]1[C@H](O[C@H]([C@@H]([C@H]1OCC1=CC=CC=C1)OCC1=CC=CC=C1)C1=CC(=C(C(=C1)OC)Cl)CC1=CC=C(C=C1)OCC)COCC1=CC=CC=C1 ((2R,3R,4R,5S,6S)-3,4,5-Tris(benzyloxy)-2-(benzyloxymethyl)-6-(4-chloro-3-(4-ethoxybenzyl)-5-methoxyphenyl)tetrahydro-2H-pyran), C(C=C)OC1=C(C(=CC(=C1)Br)CC1=CC=CC=C1)Cl (1-(Allyloxy)-3-benzyl-5-bromo-2-chlorobenzene). The product is C(C=C)OC=1C=C(C=C(C1Cl)CC1=CC=CC=C1)[C@@H]1O[C@@H]([C@H]([C@@H]([C@H]1OCC1=CC=CC=C1)OCC1=CC=CC=C1)OCC1=CC=CC=C1)COCC1=CC=CC=C1 ((2S,3S,4R,5R,6R)-2-(3-(Allyloxy)-5-benzyl-4-chlorophenyl)-3,4,5-tris(benzyloxy)-6-((benzyloxy)methyl)tetrahydro-2H-pyran). Reaction SMILES: [CH2:1]([O:8][C@H:9]1[C@H:14]([O:15][CH2:16][C:17]2[CH:22]=[CH:21][CH:20]=[CH:19][CH:18]=2)[C@@H:13]([O:23][CH2:24][C:25]2[CH:30]=[CH:29][CH:28]=[CH:27][CH:26]=2)[C@H:12](C2C=C(OC)C(Cl)=C(CC3C=CC(OCC)=CC=3)C=2)[O:11][C@@H:10]1[CH2:50][O:51][CH2:52][C:53]1[CH:58]=[CH:57][CH:56]=[CH:55][CH:54]=1)[C:2]1[CH:7]=[CH:6][CH:5]=[CH:4][CH:3]=1.[CH2:59]([O:62][C:63]1[CH:68]=[C:67](Br)[CH:66]=[C:65]([CH2:70][C:71]2[CH:76]=[CH:75][CH:74]=[CH:73][CH:72]=2)[C:64]=1[Cl:77])[CH:60]=[CH2:61]>>[CH2:59]([O:62][C:63]1[CH:68]=[C:67]([C@H:12]2[C@H:13]([O:23][CH2:24][C:25]3[CH:26]=[CH:27][CH:28]=[CH:29][CH:30]=3)[C@@H:14]([O:15][CH2:16][C:17]3[CH:22]=[CH:21][CH:20]=[CH:19][CH:18]=3)[C@H:9]([O:8][CH2:1][C:2]3[CH:3]=[CH:4][CH:5]=[CH:6][CH:7]=3)[C@@H:10]([CH2:50][O:51][CH2:52][C:53]3[CH:54]=[CH:55][CH:56]=[CH:57][CH:58]=3)[O:11]2)[CH:66]=[C:65]([CH2:70][C:71]2[CH:76]=[CH:75][CH:74]=[CH:73][CH:72]=2)[C:64]=1[Cl:77])[CH:60]=[CH2:61]. Procedure details: Similar procedure with preparation of 76 proceeded except for using compound 168 to obtain the compound 169. The reactants are NCCSCC1=CC(=C(O1)CN(C)C)C (5-[[2-(amino)ethyl]thio]methyl-N,N,3-trimethyl-2-furanmethanamine), CN=C=S (methylisothiocyanate). Run in C(C)#N (acetonitrile). Yields the product CN(C)CC1=C(C=C(O1)CSCCNC(=S)NC)C (N-[2-[[5-(Dimethylaminomethyl)-4-methyl-2-furanylmethyl]thio]ethyl]-N'-methylthiourea). Reaction SMILES: [NH2:1][CH2:2][CH2:3][S:4][CH2:5][C:6]1[O:10][C:9]([CH2:11][N:12]([CH3:14])[CH3:13])=[C:8]([CH3:15])[CH:7]=1.[CH3:16][N:17]=[C:18]=[S:19]>C(#N)C>[CH3:13][N:12]([CH2:11][C:9]1[O:10][C:6]([CH2:5][S:4][CH2:3][CH2:2][NH:1][C:18]([NH:17][CH3:16])=[S:19])=[CH:7][C:8]=1[CH3:15])[CH3:14]. Procedure: A solution of 5-[[2-(amino)ethyl]thio]methyl-N,N,3-trimethyl-2-furanmethanamine (0.5 g) and methylisothiocyanate (0.15 ml) in dry acetonitrile was stirred for 24 hours.